This data is from the Open Reaction Database (ORD), a public repository of structured organic reaction records. The task is: describe an organic reaction: reactants, conditions, products, and yield The reactants are Cc1ccccc1, Cc1c(N=C=S)cc(F)c2cccnc12, NCCN. Yields the product Cc1c(NC(=S)NCCN)cc(F)c2cccnc12. RXN SMILES: [CH3:20][c:21]1[cH:22][cH:23][cH:24][cH:25][cH:26]1.[F:1][c:2]1[c:3]2[cH:4][cH:5][cH:6][n:7][c:8]2[c:9]([CH3:15])[c:10]([N:12]=[C:13]=[S:14])[cH:11]1.[NH2:16][CH2:17][CH2:18][NH2:19]>>[F:1][c:2]1[c:3]2[cH:4][cH:5][cH:6][n:7][c:8]2[c:9]([CH3:15])[c:10]([NH:12][C:13](=[S:14])[NH:19][CH2:18][CH2:17][NH2:16])[cH:11]1.